This data is from the Open Reaction Database (ORD), a public repository of structured organic reaction records. The task is: describe an organic reaction: reactants, conditions, products, and yield Reactants: C(=C)P(O)(O)=O (vinylphosphonic acid), C(C=C)(=O)N (acrylamide), CC(C)(C#N)N=NC(C)(C)C#N (AIBN). Solvent: C(C)O (ethanol), C(C)O (ethanol). Run at temperature 70 celsius, time 2 hour. The product is C(=C)P(O)(O)=O.C(C=C)(=O)N (Vinylphosphonic Acid Acrylamide). Reaction SMILES: [CH:1]([P:3](=[O:6])([OH:5])[OH:4])=[CH2:2].[C:7]([NH2:11])(=[O:10])[CH:8]=[CH2:9].CC(N=NC(C#N)(C)C)(C#N)C>C(O)C>[CH:1]([P:3](=[O:4])([OH:6])[OH:5])=[CH2:2].[C:7]([NH2:11])(=[O:10])[CH:8]=[CH2:9] |f:4.5|. Procedure: In a 10 liter flask equipped with a stirrer, a capacitor, and a dropping device, 3,500 g of ethanol was charged and then heated to 70° C. After dissolving 231.1 g (2.14 mol) of a vinylphosphonic acid monomer, 1368.9 g (19.26 mol) of acrylamide, and 52 g of AIBN in 1,000 g of ethanol, this solution was added dropwise in a reactor over 4 hours. During dropwise addition of the monomer solution, a white precipitate was formed. While maintaining at 70° C., the monomer solution was heated and stirred ... Starting materials: [Br-], O=C1CCCCC1Cl, [Mg+]c1ccc(Cl)cc1. The product is O=C1CCCCC1c1ccc(Cl)cc1. RXN SMILES: [Br-:1].[Cl:10][CH:11]1[C:12](=[O:17])[CH2:13][CH2:14][CH2:15][CH2:16]1.[Cl:2][c:3]1[cH:4][cH:5][c:6]([Mg+:9])[cH:7][cH:8]1>>[Cl:2][c:3]1[cH:4][cH:5][c:6]([CH:11]2[C:12](=[O:17])[CH2:13][CH2:14][CH2:15][CH2:16]2)[cH:7][cH:8]1.